From a dataset of the Open Reaction Database (ORD), a public repository of structured organic reaction records. describe an organic reaction: reactants, conditions, products, and yield Reactants: C(C1=CC=CC=C1)OC1=CC2=C(NC(=NS2(=O)=O)C=2C(C(C3=CC=CC=C3C2O)(CCCC)CCCC)=O)C=C1 (3-[7-(benzyloxy)-1,1-dioxido-4H-1,2,4-benzothiadiazin-3-yl]-1,1-dibutyl-4-hydroxy-2(1 H)-naphthalenone), C(C1=CC=CC=C1)OC1=CC2=C(NC(=NS2(=O)=O)C=2C(C(C3=CC=CC=C3C2O)(CCC)CCC)=O)C=C1 (3-[7-(benzyloxy)-1,1-dioxido-4H-1,2,4-benzothiadiazin-3-yl]-4-hydroxy-1,1-dipropyl-2(1 H)-naphthalenone). The product is C(CCC)C1(C(C(=C(C2=CC=CC=C12)O)C1=NS(C2=C(N1)C=CC(=C2)O)(=O)=O)=O)CCCC (1,1-dibutyl-4-hydroxy-3-(7-hydroxy-1,1-dioxido-4H-1,2,4-benzothiadiazin-3-yl)-2(1 H)-naphthalenone). Isolated yield 100.0%. Reaction SMILES: C([O:8][C:9]1[CH:40]=[CH:39][C:12]2[NH:13][C:14]([C:19]3[C:20](=[O:38])[C:21]([CH2:34][CH2:35][CH2:36][CH3:37])([CH2:30][CH2:31][CH2:32][CH3:33])[C:22]4[C:27]([C:28]=3[OH:29])=[CH:26][CH:25]=[CH:24][CH:23]=4)=[N:15][S:16](=[O:18])(=[O:17])[C:11]=2[CH:10]=1)C1C=CC=CC=1.C(OC1C=CC2NC(C3C(=O)C(CCC)(CCC)C4C(C=3O)=CC=CC=4)=NS(=O)(=O)C=2C=1)C1C=CC=CC=1>>[CH2:30]([C:21]1([CH2:34][CH2:35][CH2:36][CH3:37])[C:22]2[C:27](=[CH:26][CH:25]=[CH:24][CH:23]=2)[C:28]([OH:29])=[C:19]([C:14]2[NH:13][C:12]3[CH:39]=[CH:40][C:9]([OH:8])=[CH:10][C:11]=3[S:16](=[O:18])(=[O:17])[N:15]=2)[C:20]1=[O:38])[CH2:31][CH2:32][CH3:33]. Procedure details: The title compound was prepared following the procedure of Example 2G, substituting the product of Example 5D for the product of Example 2F to afforded the title compound (70 mg, 100%). 1H NMR (300 MHz, DMSO-d6): δ 8.16 (d, J=8.09 Hz, 1 H), 7.74 (m, 1 H), 7.54 (m, 2 H), 7.17 (m, 2 H), 7.07 (m, 1 H), 2.16 (m, 2 H), 2.00 (m, 2 H), 1.05 (m, 4H), 0.88 (m, 2 H), 0.67 (t, J=7.17 Hz, 6 H), 0.50 (m, 2 H). The product is CNC(=O)NC(F)(F)F. As a reaction SMILES: [CH3:1][NH2:2].[F:3][C:4]([F:5])([F:6])[N:7]=[C:8]=[O:9]>>[CH3:1][NH:2][C:8]([NH:7][C:4]([F:3])([F:5])[F:6])=[O:9]. The reactants are CN, O=C=NC(F)(F)F. The reactants are ClC1=CC(=NC=N1)C(=O)NC1=C(C=C(C=C1)S(=O)(=O)NCCCC(=O)OCC)C (ethyl 4-(4-(6-chloropyrimidine-4-carboxamido)-3-methylphenylsulfonamido)butanoate), ClC1=CC(=NC=N1)C(=O)NC1=C(C=C(C=C1)S(=O)(=O)NCCCC(=O)OCC)C (ethyl 4-(4-(6-chloropyrimidine-4-carboxamido)-3-methylphenylsulfonamido)butanoate), C(C)(C)NC(C)C (diisopropylamine), C1(CC1)CNCCC (N-(cyclopropylmethyl)propan-1-amine). Run in C(C)O (ethanol). Reaction conditions: temperature 160 celsius. The product is C1(CC1)CN(C1=CC(=NC=N1)C(=O)NC1=C(C=C(C=C1)S(=O)(=O)NCCCC(=O)OCC)C)CCC (ethyl 4-(4-(6-((cyclopropylmethyl)(propyl)amino)pyrimidine-4-carboxamido)-3-methylphenylsulfonamido)butanoate). As a reaction SMILES: Cl[C:2]1[N:7]=[CH:6][N:5]=[C:4]([C:8]([NH:10][C:11]2[CH:16]=[CH:15][C:14]([S:17]([NH:20][CH2:21][CH2:22][CH2:23][C:24]([O:26][CH2:27][CH3:28])=[O:25])(=[O:19])=[O:18])=[CH:13][C:12]=2[CH3:29])=[O:9])[CH:3]=1.C(NC(C)C)(C)C.[CH:37]1([CH2:40][NH:41][CH2:42][CH2:43][CH3:44])[CH2:39][CH2:38]1>C(O)C>[CH:37]1([CH2:40][N:41]([CH2:42][CH2:43][CH3:44])[C:2]2[N:7]=[CH:6][N:5]=[C:4]([C:8]([NH:10][C:11]3[CH:16]=[CH:15][C:14]([S:17]([NH:20][CH2:21][CH2:22][CH2:23][C:24]([O:26][CH2:27][CH3:28])=[O:25])(=[O:19])=[O:18])=[CH:13][C:12]=3[CH3:29])=[O:9])[CH:3]=2)[CH2:39][CH2:38]1. Procedure: A solution of ethyl 4-(4-(6-chloropyrimidine-4-carboxamido)-3-methylphenylsulfonamido)butanoate (Intermediate 35, 123 mg; 0.31 mmol) and diisopropylamine (105.5 mL; 0.61 mmol) in ethanol (4 ml) was treated with N-(cyclopropylmethyl)propan-1-amine (45.3 mg; 0.4 mmol). The mixture was heated to 160° C. in a microwave for 1 hour and the solvent removed in vacuo. The residue purified by column chromatography (silica) eluting with petroleum ether containing increasing amounts of EtOAc to give ethyl 4... The reactants are Br, CC(=O)c1cc(C2CCC(=O)CC2)ccc1O, Cl, [Na+], C1COCCO1, [OH-], O. Product: O=C1CCC(c2ccc(O)c(C(=O)O)c2)CC1. Reaction SMILES: [Br:1].[C:4]([CH3:5])(=[O:6])[c:7]1[cH:8][c:9]([CH:14]2[CH2:15][CH2:16][C:17](=[O:20])[CH2:18][CH2:19]2)[cH:10][cH:11][c:12]1[OH:13].[ClH:21].[Na+:3].[O:23]1[CH2:24][CH2:25][O:26][CH2:27][CH2:28]1.[OH-:2].[OH2:22]>>[O:2]=[C:4]([OH:6])[c:7]1[cH:8][c:9]([CH:14]2[CH2:15][CH2:16][C:17](=[O:20])[CH2:18][CH2:19]2)[cH:10][cH:11][c:12]1[OH:13].